This data is from the Open Reaction Database (ORD), a public repository of structured organic reaction records. The task is: describe an organic reaction: reactants, conditions, products, and yield Reactants: CCO, O=C[O-], [Fe], [NH4+], O, O=[N+]([O-])c1cccnc1Nc1cccc(C=Cc2cncc(C=Cc3ccncc3)c2)c1. Product: Nc1cccnc1Nc1cccc(C=Cc2cncc(C=Cc3ccncc3)c2)c1. Reaction SMILES: [CH3:37][CH2:38][OH:39].[CH:33]([O-:34])=[O:35].[Fe:41].[NH4+:36].[OH2:40].[n:1]1[cH:2][cH:3][c:4]([CH:7]=[CH:8][c:9]2[cH:10][c:11]([CH:15]=[CH:16][c:17]3[cH:18][c:19]([NH:23][c:24]4[n:25][cH:26][cH:27][cH:28][c:29]4[N+:30]([O-:31])=[O:32])[cH:20][cH:21][cH:22]3)[cH:12][n:13][cH:14]2)[cH:5][cH:6]1>>[n:1]1[cH:2][cH:3][c:4]([CH:7]=[CH:8][c:9]2[cH:10][c:11]([CH:15]=[CH:16][c:17]3[cH:18][c:19]([NH:23][c:24]4[n:25][cH:26][cH:27][cH:28][c:29]4[NH2:30])[cH:20][cH:21][cH:22]3)[cH:12][n:13][cH:14]2)[cH:5][cH:6]1.